From a dataset of the Open Reaction Database (ORD), a public repository of structured organic reaction records. describe an organic reaction: reactants, conditions, products, and yield Starting materials: CC1=NC=CC(=C1)Cl (2-methyl-4-chloropyridine), C1CC(=O)N(C1=O)Br (NBS), N1CCOCC1 (morpholine), C(=O)([O-])[O-].[K+].[K+] (K2CO3). The reagents and catalysts are C(C1=CC=CC=C1)(=O)OOC(C1=CC=CC=C1)=O (benzoyl peroxide). Solvent: C(Cl)(Cl)(Cl)Cl (CCl4), CCOC(=O)C (EtOAc), CN(C)C=O (DMF). Run at time 8 hour. The product is O1CCN(CC1)CC1=NC=CC(=C1)Cl (2-morpholinomethyl-4-chloropyridine). As a reaction SMILES: [CH3:1][C:2]1[CH:7]=[C:6]([Cl:8])[CH:5]=[CH:4][N:3]=1.C1C(=O)N(Br)C(=O)C1.[NH:17]1[CH2:22][CH2:21][O:20][CH2:19][CH2:18]1.C([O-])([O-])=O.[K+].[K+]>C(Cl)(Cl)(Cl)Cl.CN(C=O)C.CCOC(C)=O.C(OOC(=O)C1C=CC=CC=1)(=O)C1C=CC=CC=1>[O:20]1[CH2:21][CH2:22][N:17]([CH2:1][C:2]2[CH:7]=[C:6]([Cl:8])[CH:5]=[CH:4][N:3]=2)[CH2:18][CH2:19]1 |f:3.4.5|. Reported procedure: A mixture of the 2-methyl-4-chloropyridine (1.00 g, 7.84 mmol), NBS (1.42 g, 8.00 mmol) and benzoyl peroxide (˜10 mg) in 10 mL of CCl4 was heated at reflux for 5 h. After cooling down, the reaction mixture was filtered and filtrate was concentrated to give the crude products mixture, which was dissolved in DMF and treated with morpholine (1.00 mL) and K2CO3 (1 g). The mixture was stirred overnight. The mixture was then diluted with EtOAc, washed with water, brine, dried over Na2SO4, filtered and... Starting materials: [Si](C)(C)(C(C)(C)C)O[C@@H]1C[C@@H]2CC[C@H]3[C@@H]4C[C@H]5[C@H]([C@H](C)[C@]6(O5)CC[C@@H](C)CO6)[C@]4([C@@H]([C@@H]([C@@H]3[C@]2(CC1)C)O[Si](C)(C)C)OC(C)=O)C ((3β,5α,11β,12β,25R)-3-(t-butyldimethylsilyloxy)-11 -(trimethylsilyloxy)-12-acetoxyspirostane), [H-].[Al+3].[Li+].[H-].[H-].[H-] (lithium aluminum hydride), [Cl-].[NH4+] (ammonium chloride). The solvent is C1CCOC1 (THF). Product: [Si](C)(C)(C(C)(C)C)O[C@@H]1C[C@@H]2CC[C@H]3[C@@H]4C[C@H]5[C@H]([C@H](C)[C@]6(O5)CC[C@@H](C)CO6)[C@]4([C@@H]([C@@H]([C@@H]3[C@]2(CC1)C)O[Si](C)(C)C)O)C ((3β,5α,11β,12β,25R)-3-(t-butyldimethylsilyloxy)-11-(trimethylsilyloxy)spirostan-12-ol). As a reaction SMILES: [Si:1]([O:8][C@H:9]1[CH2:35][CH2:34][C@@:33]2([CH3:36])[C@@H:11]([CH2:12][CH2:13][C@@H:14]3[C@@H:32]2[C@@H:31]([O:37][Si:38]([CH3:41])([CH3:40])[CH3:39])[C@@H:30]([O:42]C(=O)C)[C@@:29]2([CH3:46])[C@H:15]3[CH2:16][C@@H:17]3[O:22][C@@:21]4([O:28][CH2:27][C@H:25]([CH3:26])[CH2:24][CH2:23]4)[C@@H:19]([CH3:20])[C@@H:18]32)[CH2:10]1)([C:4]([CH3:7])([CH3:6])[CH3:5])([CH3:3])[CH3:2].[H-].[Al+3].[Li+].[H-].[H-].[H-].[Cl-].[NH4+]>C1COCC1>[Si:1]([O:8][C@H:9]1[CH2:35][CH2:34][C@@:33]2([CH3:36])[C@@H:11]([CH2:12][CH2:13][C@@H:14]3[C@@H:32]2[C@@H:31]([O:37][Si:38]([CH3:39])([CH3:40])[CH3:41])[C@@H:30]([OH:42])[C@@:29]2([CH3:46])[C@H:15]3[CH2:16][C@@H:17]3[O:22][C@@:21]4([O:28][CH2:27][C@H:25]([CH3:26])[CH2:24][CH2:23]4)[C@@H:19]([CH3:20])[C@@H:18]32)[CH2:10]1)([C:4]([CH3:7])([CH3:5])[CH3:6])([CH3:3])[CH3:2] |f:1.2.3.4.5.6,7.8|. Procedure: (3β,5α,11β,12β,25R)-3-(t-butyldimethylsilyloxy)-11 -(trimethylsilyloxy)-12-acetoxyspirostane was deacetylated by treatment with lithium aluminum hydride in THF followed by catious addition aqueous ammonium chloride. The resulting title compound suffered 11 to 12 silyl group migration on silica gel, and thus had to be used unpurified. Reactants: COC(=O)c1cccc(C(=O)N2CCN(C(=O)C(C)C)CC2)c1, Cl, [Li+], C1CCOC1, [OH-], O, O. The product is CC(C)C(=O)N1CCN(C(=O)c2cccc(C(=O)O)c2)CC1. As a reaction SMILES: [C:1]([CH:2]([CH3:3])[CH3:4])(=[O:5])[N:6]1[CH2:7][CH2:8][N:9]([C:12](=[O:13])[c:14]2[cH:15][c:16]([C:17](=[O:18])[O:19][CH3:20])[cH:21][cH:22][cH:23]2)[CH2:10][CH2:11]1.[ClH:27].[Li+:26].[O:29]1[CH2:30][CH2:31][CH2:32][CH2:33]1.[OH-:25].[OH2:24].[OH2:28]>>[C:1]([CH:2]([CH3:3])[CH3:4])(=[O:5])[N:6]1[CH2:7][CH2:8][N:9]([C:12](=[O:13])[c:14]2[cH:15][c:16]([C:17](=[O:18])[OH:19])[cH:21][cH:22][cH:23]2)[CH2:10][CH2:11]1. The reactants are FC1=C(C=CC(=C1)F)[C@]1(OC1)[C@H](C)O ((1S)-1-[(2R)-(2,4-difluorophenyl)-2-oxiranyl]ethanol), FC(C(F)F)(OC1=CC=C(C=C1)N1N=NNC1=O)F (1-[4-(1,1,2,2-tetrafluoroethoxy)phenyl]- 5(1H,4H)-tetrazolone). Product: FC1=C(C=CC(=C1)F)[C@]1([C@@H](C)N2N=NN(C2=O)C2=CC=C(C=C2)OC(C(F)F)(F)F)CO1 (1-[(1R, 2S)-2-(2,4-difluorophenyl)-2,3-epoxy-1-methylpropyl ]-4-[4-(1,1,2,2-tetrafluoroethoxy)phenyl]-5(1H,4H)-tetrazolone). Yield: 66.1%. RXN SMILES: [F:1][C:2]1[CH:7]=[C:6]([F:8])[CH:5]=[CH:4][C:3]=1[C@:9]1([C@@H:12](O)[CH3:13])[CH2:11][O:10]1.[F:15][C:16]([F:33])([O:20][C:21]1[CH:26]=[CH:25][C:24]([N:27]2[C:31](=[O:32])[NH:30][N:29]=[N:28]2)=[CH:23][CH:22]=1)[CH:17]([F:19])[F:18]>>[F:1][C:2]1[CH:7]=[C:6]([F:8])[CH:5]=[CH:4][C:3]=1[C@:9]1([O:10][CH2:11]1)[C@H:12]([N:30]1[C:31](=[O:32])[N:27]([C:24]2[CH:23]=[CH:22][C:21]([O:20][C:16]([F:15])([F:33])[CH:17]([F:19])[F:18])=[CH:26][CH:25]=2)[N:28]=[N:29]1)[CH3:13]. Procedure details: In the same manner as in Reference Example 5, starting from 1.049 g of (1S)-1-[(2R)-(2,4-difluorophenyl)-2-oxiranyl]ethanol and 1.17 g of 1-[4-(1,1,2,2-tetrafluoroethoxy)phenyl]- 5(1H,4H)-tetrazolone, 1.28 g of 1-[(1R, 2S)-2-(2,4-difluorophenyl)-2,3-epoxy-1-methylpropyl ]-4-[4-(1,1,2,2-tetrafluoroethoxy)phenyl]-5(1H,4H)-tetrazolone was obtained as a colorless oil. Reactants: CSC1=CC=C(C=C1)C1=CN=C2N1C=C(C=C2)C(=O)NN (3-[4-(methylthio)phenyl]imidazo[1,2-a]pyridine-6-carbohydrazide), C(C)(=O)Cl (acetyl chloride), C(C)(=O)OCC (Ethyl acetate). Solvent: CN(C(C)=O)C (N,N-dimethylacetamide). Reaction conditions: time 1.5 hour. Yields the product C(C)(=O)NNC(=O)C=1C=CC=2N(C1)C(=CN2)C2=CC=C(C=C2)SC (N′-acetyl-3-[4-(methylthio)phenyl]imidazo[1,2-a]pyridine-6-carbohydrazide). Isolated yield 73.9%. As a reaction SMILES: [CH3:1][S:2][C:3]1[CH:8]=[CH:7][C:6]([C:9]2[N:13]3[CH:14]=[C:15]([C:18]([NH:20][NH2:21])=[O:19])[CH:16]=[CH:17][C:12]3=[N:11][CH:10]=2)=[CH:5][CH:4]=1.[C:22](Cl)(=[O:24])[CH3:23].C(OCC)(=O)C>CN(C)C(=O)C>[C:22]([NH:21][NH:20][C:18]([C:15]1[CH:16]=[CH:17][C:12]2[N:13]([C:9]([C:6]3[CH:7]=[CH:8][C:3]([S:2][CH3:1])=[CH:4][CH:5]=3)=[CH:10][N:11]=2)[CH:14]=1)=[O:19])(=[O:24])[CH3:23]. Procedure details: To a solution of 3-[4-(methylthio)phenyl]imidazo[1,2-a]pyridine-6-carbohydrazide (505 mg, 1.69 mmol) in N,N-dimethylacetamide (4 mL) was added acetyl chloride (0.132 mL, 1.86 mmol) at room temperature, and the resulting mixture was stirred for 1.5 hr. Ethyl acetate was added to the reaction mixture, and the precipitate was collected by filtration to give N′-acetyl-3-[4-(methylthio)phenyl]imidazo[1,2-a]pyridine-6-carbohydrazide (425 mg) as colorless crystals.